This data is from the Open Reaction Database (ORD), a public repository of structured organic reaction records. The task is: describe an organic reaction: reactants, conditions, products, and yield Starting materials: COC1=C(CN(S(=O)(=O)C=2C=C3C=CN=C(C3=CC2)C2=C(C=C(C=C2)C(F)(F)F)C2=CCN(CC2)C(=O)OC(C)(C)C)C=2SC=CN2)C=CC(=C1)OC (Tert-butyl 4-(2-(6-(N-(2,4-dimethoxybenzyl)-N-(thiazol-2-yl)sulfamoyl)isoquinolin-1-yl)-5-(trifluoromethyl)phenyl)-5,6-dihydropyridine-1(2H)-carboxylate), C(=O)(C(F)(F)F)O (TFA). The solvent is C(Cl)Cl (DCM). Conditions: time 8 hour. The product is N1CCC(=CC1)C1=C(C=CC(=C1)C(F)(F)F)C1=NC=CC2=CC(=CC=C12)S(=O)(=O)NC=1SC=CN1 (1-(2-(1,2,3,6-tetrahydropyridin-4-yl)-4-(trifluoromethyl)phenyl)-N-(thiazol-2-yl)isoquinoline-6-sulfonamide). RXN SMILES: COC1C=C(OC)C=CC=1C[N:6]([C:43]1[S:44][CH:45]=[CH:46][N:47]=1)[S:7]([C:10]1[CH:11]=[C:12]2[C:17](=[CH:18][CH:19]=1)[C:16]([C:20]1[CH:25]=[CH:24][C:23]([C:26]([F:29])([F:28])[F:27])=[CH:22][C:21]=1[C:30]1[CH2:35][CH2:34][N:33](C(OC(C)(C)C)=O)[CH2:32][CH:31]=1)=[N:15][CH:14]=[CH:13]2)(=[O:9])=[O:8].C(O)(C(F)(F)F)=O>C(Cl)Cl>[NH:33]1[CH2:32][CH:31]=[C:30]([C:21]2[CH:22]=[C:23]([C:26]([F:29])([F:28])[F:27])[CH:24]=[CH:25][C:20]=2[C:16]2[C:17]3[C:12](=[CH:11][C:10]([S:7]([NH:6][C:43]4[S:44][CH:45]=[CH:46][N:47]=4)(=[O:9])=[O:8])=[CH:19][CH:18]=3)[CH:13]=[CH:14][N:15]=2)[CH2:35][CH2:34]1. Reported procedure: Tert-butyl 4-(2-(6-(N-(2,4-dimethoxybenzyl)-N-(thiazol-2-yl)sulfamoyl)isoquinolin-1-yl)-5-(trifluoromethyl)phenyl)-5,6-dihydropyridine-1(2H)-carboxylate (0.073 g, 0.095 mmol) was dissolved in 1 mL of DCM and TFA (0.073 ml, 0.948 mmol) was added. The reaction was stirred overnight at room temperature. The solution was concentrated and concentrated from DCM two more times. The resulting yellow solid was triturated with diethyl ether and stirred for 15 minutes. The solution was filtered and the sol... Reactants: C(CCC)C1=C(C=2N(C(=N1)C)NC(N2)=O)CC2=CC=C(C=C2)C2=C(C=CC=C2)C#N (7-n-butyl-5-methyl-8-[(2'-cyano-4-biphenylyl)methyl]-1,2,4-triazolo[1,5-c]pyrimidin-2(3H)-one), Cl (hydrochloric acid), [OH-].[Na+] (sodium hydroxide), C(CO)O (ethylene glycol). Run in O (water). Product: C(CCC)C1=C(C=2N(C(=N1)C)NC(N2)=O)CC2=CC=C(C=C2)C=2C(=CC=CC2)C(=O)O (4'-[(7-n-Butyl-5-methyl-2-oxo-2,3-dihydro-1,2,4-triazolo[1,5-c]pyrimidin-8-yl}methyl]-2-biphenylcarboxylic acid). RXN SMILES: [CH2:1]([C:5]1[N:10]=[C:9]([CH3:11])[N:8]2[NH:12][C:13](=[O:15])[N:14]=[C:7]2[C:6]=1[CH2:16][C:17]1[CH:22]=[CH:21][C:20]([C:23]2C=[CH:27][CH:26]=[CH:25][C:24]=2C#N)=[CH:19][CH:18]=1)[CH2:2][CH2:3][CH3:4].[OH-:31].[Na+].Cl.[CH2:34]([OH:37])[CH2:35]O>O>[CH2:1]([C:5]1[N:10]=[C:9]([CH3:11])[N:8]2[NH:12][C:13](=[O:15])[N:14]=[C:7]2[C:6]=1[CH2:16][C:17]1[CH:22]=[CH:21][C:20]([C:23]2[C:35]([C:34]([OH:37])=[O:31])=[CH:27][CH:26]=[CH:25][CH:24]=2)=[CH:19][CH:18]=1)[CH2:2][CH2:3][CH3:4] |f:1.2|. Procedure: 8 g of 7-n-butyl-5-methyl-8-[(2'-cyano-4-biphenylyl)methyl]-1,2,4-triazolo[1,5-c]pyrimidin-2(3H)-one, prepared in Example 111, are heated to reflux for 10 hours in a solution of 6 g of sodium hydroxide in 30 ml of ethylene glycol and 2 ml of water. This solution, after cooling is acidified with hydrochloric acid to pH 5, and the crystals formed are drained and dried and then washed with acetone to give 5 g of 4'-[(7-n-Butyl-5-methyl-2-oxo-2,3-dihydro-1,2,4-triazolo[1,5-c]pyrimidin-8-yl}methyl]-2...